Task: describe an organic reaction: reactants, conditions, products, and yield. Dataset: the Open Reaction Database (ORD), a public repository of structured organic reaction records The reactants are C(C)OC(=O)C1=CN(C2=CC(=C(C=C2C1=O)F)F)C(C)(C)C (6,7-difluoro-1-(1,1-dimethylethyl)-1,4-dihydro-4-oxo-3-quinolinecarboxylic acid ethyl ester), [Na] (sodium). Solvent: C(C)O (ethanol). Reaction conditions: time 8 hour. Yields the product FC=1C=C2C(C(=CN(C2=CC1F)C(C)(C)C)C(=O)O)=O (6,7-DIFLUORO-1-(1,1-DIMETHYLETHYL)-1,4-DIHYDRO-4-OXO-3-QUINOLINE CARBOXYLIC ACID). RXN SMILES: C([O:3][C:4]([C:6]1[C:15](=[O:16])[C:14]2[C:9](=[CH:10][C:11]([F:18])=[C:12]([F:17])[CH:13]=2)[N:8]([C:19]([CH3:22])([CH3:21])[CH3:20])[CH:7]=1)=[O:5])C.[Na]>C(O)C>[F:17][C:12]1[CH:13]=[C:14]2[C:9](=[CH:10][C:11]=1[F:18])[N:8]([C:19]([CH3:21])([CH3:22])[CH3:20])[CH:7]=[C:6]([C:4]([OH:5])=[O:3])[C:15]2=[O:16] |^1:22|. Procedure details: A mixture of 6.08 g (19.7 mmoles) of 6,7-difluoro-1-(1,1-dimethylethyl)-1,4-dihydro-4-oxo-3-quinolinecarboxylic acid ethyl ester and 19.7 mmoles of 2N aqueous sodium hydroxyde in 80 mL of ethanol was stirred overnight. The resulting mixture was concentrated in vacuo, taken up with 200 mL of water and extracted with dichloromethane. About 8 mL of 2N HCl was added to the aqueous layer to adjust the pH to 3. The precipitate was collected by filtration, washed with H2O and dried to give 4.47 g, of t... The reactants are Intermediate 50, C(C)(C)(C)OC(N(C)[C@@]12[C@@H](N(CC2C1)C(N(C)[C@@H](C)C1=CC(=CC(=C1)C(F)(F)F)C(F)(F)F)=O)C1=CC=CC=C1)=O (((1S,2S)-3-{[(S)-1-(3,5-bis-trifluoromethyl-phenyl)-ethyl]-methyl-carbamoyl}-2-phenyl-3-aza-bicyclo[3.1.0]hex-1-yl)-methyl-carbamic acid tert-butyl ester), FC(C(=O)O)(F)F (Trifluoroacetic acid). The solvent is C(Cl)Cl (methylene chloride). Conditions: time 16 hour. The product is FC(C=1C=C(C=C(C1)C(F)(F)F)[C@H](C)N(C(=O)N1[C@H]([C@@]2(CC2C1)NC)C1=CC=CC=C1)C)(F)F ((1S,2S)-1-methylamino-2-phenyl-3-aza-bicyclo[3.1.0]hexane-3-carboxylic acid [(S)-1-(3,5-bis-trifluoromethyl-phenyl)-ethyl]-methyl-amide). Yield: 103.0%. RXN SMILES: C(O[C:6](=O)[N:7]([C@@:9]12[CH2:14][CH:13]1[CH2:12][N:11]([C:15](=[O:34])[N:16]([C@H:18]([C:20]1[CH:25]=[C:24]([C:26]([F:29])([F:28])[F:27])[CH:23]=[C:22]([C:30]([F:33])([F:32])[F:31])[CH:21]=1)[CH3:19])[CH3:17])[C@H:10]2[C:35]1[CH:40]=[CH:39][CH:38]=[CH:37][CH:36]=1)C)(C)(C)C.FC(F)(F)C(O)=O>C(Cl)Cl>[F:28][C:26]([F:27])([F:29])[C:24]1[CH:25]=[C:20]([C@@H:18]([N:16]([CH3:17])[C:15]([N:11]2[CH2:12][CH:13]3[C@@:9]([NH:7][CH3:6])([CH2:14]3)[C@@H:10]2[C:35]2[CH:36]=[CH:37][CH:38]=[CH:39][CH:40]=2)=[O:34])[CH3:19])[CH:21]=[C:22]([C:30]([F:31])([F:32])[F:33])[CH:23]=1. Procedure: A flask containing Intermediate 50, a mixture of four isomers, one being ((1S,2S)-3-{[(S)-1-(3,5-bis-trifluoromethyl-phenyl)-ethyl]-methyl-carbamoyl}-2-phenyl-3-aza-bicyclo[3.1.0]hex-1-yl)-methyl-carbamic acid tert-butyl ester (0.17 g, 0.30 mmol), and methylene chloride (5 mL) was immersed in a 0° C. bath. Trifluoroacetic acid (0.46 mL, 6.0 mmol) was added, and the reaction stirred for 16 hours at room temperature. The solvent was removed at reduced pressure and the residue partitioned between s... The reactants are C(=O)(O)CN1CCN(CCN(CCNCC1)CC(=O)O)CC(=O)O (1,4,7-triscarboxymethyl-1,4,7,10-tetraazacyclododecane), O1C(COC2=CC=C(C=C2)CCC(=O)OCC)C1 (2,3-epoxy-l-[4-(2-ethoxycarbonylethyl)-phenoxy]-propane), Cl (hydrochloric acid), [OH-].[K+] (potassium hydroxide). Run in O1CCOCC1 (dioxane), O (water). Run at time 12 hour. Yields the product OC(CN1CCN(CCN(CCN(CC1)CC(=O)O)CC(=O)O)CC(=O)O)COC1=CC=C(C=C1)OCC(=O)O (10-[2-Hydroxy-3-(4-(2-carboxy-1-oxa-ethyl)-phenoxy)-propyl]-1,4,7-tris(carboxymethyl)-1,4,7,10-tetraazacyclododecane). As a reaction SMILES: [C:1]([CH2:4][N:5]1[CH2:16][CH2:15][NH:14][CH2:13][CH2:12][N:11]([CH2:17][C:18]([OH:20])=[O:19])[CH2:10][CH2:9][N:8]([CH2:21][C:22]([OH:24])=[O:23])[CH2:7][CH2:6]1)([OH:3])=[O:2].[O:25]1[CH2:42][CH:26]1[CH2:27][O:28][C:29]1[CH:34]=[CH:33][C:32](CCC(OCC)=O)=[CH:31][CH:30]=1.[OH-:43].[K+].Cl>O1CCOCC1.O>[OH:25][CH:26]([CH2:27][O:28][C:29]1[CH:30]=[CH:31][C:32]([O:43][CH2:4][C:1]([OH:3])=[O:2])=[CH:33][CH:34]=1)[CH2:42][N:14]1[CH2:13][CH2:12][N:11]([CH2:17][C:18]([OH:20])=[O:19])[CH2:10][CH2:9][N:8]([CH2:21][C:22]([OH:24])=[O:23])[CH2:7][CH2:6][N:5]([CH2:4][C:1]([OH:3])=[O:2])[CH2:16][CH2:15]1 |f:2.3|. Reported procedure: 10 g (28.87 mmol) of 1,4,7-triscarboxymethyl-1,4,7,10-tetraazacyclododecane (-DO3A) and 12.99 g (51.96 mmol) of 2,3-epoxy-l-[4-(2-ethoxycarbonylethyl)-phenoxy]-propane are added in 80 ml of dioxane/60 ml of water and adjusted to pH 13 with 6N potassium hydroxide solution. It is stirred for 12 hours at room temperature. Then, it is refluxed for 2 hours. It is adjusted to pH 7 with 5N hydrochloric acid and evaporated to dryness in a vacuum. The residue is absorptively precipitated in 200 ml of eth... Reactants: COC(C(C(O)C1=CN=C(N1CC1=C(C=CC=C1)Cl)CCCC)CC1=CC=NC=C1)=O (methyl-3-[2-n-butyl-1-(2-chlorophenyl)methyl-1H-imidazol-5-yl]-3-hydroxy-2-[(4-pyridyl)methyl]propanoate), C(C)(=O)OC(C)=O (acetic anhydride), O (Water). As a reaction SMILES: [CH3:1][O:2][C:3](=[O:31])[CH:4]([CH2:24][C:25]1[CH:30]=[CH:29][N:28]=[CH:27][CH:26]=1)[CH:5]([C:7]1[N:11]([CH2:12][C:13]2[CH:18]=[CH:17][CH:16]=[CH:15][C:14]=2[Cl:19])[C:10]([CH2:20][CH2:21][CH2:22][CH3:23])=[N:9][CH:8]=1)[OH:6].[C:32](OC(=O)C)(=[O:34])[CH3:33].O>CN(C)C1C=CN=CC=1.ClCCl.C(=O)(O)[O-].[Na+]>[CH3:1][O:2][C:3](=[O:31])[CH:4]([CH2:24][C:25]1[CH:30]=[CH:29][N:28]=[CH:27][CH:26]=1)[CH:5]([O:6][C:32](=[O:34])[CH3:33])[C:7]1[N:11]([CH2:12][C:13]2[CH:18]=[CH:17][CH:16]=[CH:15][C:14]=2[Cl:19])[C:10]([CH2:20][CH2:21][CH2:22][CH3:23])=[N:9][CH:8]=1 |f:5.6|. Procedure details: A solution of methyl-3-[2-n-butyl-1-(2-chlorophenyl)methyl-1H-imidazol-5-yl]-3-hydroxy-2-[(4-pyridyl)methyl]propanoate (3.32 g, 7.5 mmol) dichloromethane (50 mL), 4-dimethylaminopyridine (150 mg, 1.3 mmol) and acetic anhydride (7.1 mL, 75 mmol) was stirred at ambient temperature for 18 hours. Water (5 mL) was added, the mixture was stirred for 2 hours and then diluted with dichloromethane and 5% sodium bicarbonate solution. The organic phase was washed with 5% sodium bicarbonate solution and bri... Conditions: time 2 hour. Run in ClCCl (dichloromethane), C([O-])(O)=O.[Na+] (sodium bicarbonate). Reagents/catalysts: CN(C1=CC=NC=C1)C (4-dimethylaminopyridine). Product: COC(C(C(C1=CN=C(N1CC1=C(C=CC=C1)Cl)CCCC)OC(C)=O)CC1=CC=NC=C1)=O (methyl-3-acetoxy-3-[2-n-butyl-1-(2-chlorophenyl)methyl-1H-imidazol-5-yl]-2-[(4-pyridyl)methyl]propanoate). The yield is 110.2%. Reactants: ClCCl, CC(=O)OCC1OC(n2cnc(C(=O)O)c2N)C(OC(C)=O)C1OC(C)=O, [N-]=[N+]=C(c1ccccc1)c1ccccc1. The product is CC(=O)OCC1OC(n2cnc(C(=O)OC(c3ccccc3)c3ccccc3)c2N)C(OC(C)=O)C1OC(C)=O. RXN SMILES: [Cl:43][CH2:44][Cl:45].[NH2:16][c:17]1[c:18]([C:40](=[O:41])[OH:42])[n:19][cH:20][n:21]1[CH:22]1[CH:23]([O:24][C:25]([CH3:26])=[O:27])[CH:28]([O:29][C:30]([CH3:31])=[O:32])[CH:33]([CH2:35][O:36][C:37]([CH3:38])=[O:39])[O:34]1.[c:1]1([C:7](=[N+:8]=[N-:9])[c:10]2[cH:11][cH:12][cH:13][cH:14][cH:15]2)[cH:2][cH:3][cH:4][cH:5][cH:6]1>>[c:1]1([CH:7]([c:10]2[cH:11][cH:12][cH:13][cH:14][cH:15]2)[O:42][C:40]([c:18]2[c:17]([NH2:16])[n:21]([CH:22]3[CH:23]([O:24][C:25]([CH3:26])=[O:27])[CH:28]([O:29][C:30]([CH3:31])=[O:32])[CH:33]([CH2:35][O:36][C:37]([CH3:38])=[O:39])[O:34]3)[cH:20][n:19]2)=[O:41])[cH:2][cH:3][cH:4][cH:5][cH:6]1. Reactants: [Br-], CCOc1cc2c(cc1Br)C(=O)CC(C)(C)O2, CC[Mg+], C1CCOC1, Cc1ccc(S(=O)(=O)O)cc1. The product is CCOc1cc2c(cc1Br)C(CC)=CC(C)(C)O2. RXN SMILES: [Br-:1].[Br:5][c:6]1[cH:7][c:8]2[c:13]([cH:14][c:15]1[O:16][CH2:17][CH3:18])[O:12][C:11]([CH3:19])([CH3:20])[CH2:10][C:9]2=[O:21].[CH2:2]([CH3:3])[Mg+:4].[CH2:33]1[O:34][CH2:35][CH2:36][CH2:37]1.[c:22]1([CH3:23])[cH:24][cH:25][c:26]([S:27]([OH:28])(=[O:29])=[O:30])[cH:31][cH:32]1>>[CH2:2]([CH3:3])[C:9]1=[CH:10][C:11]([CH3:19])([CH3:20])[O:12][c:13]2[c:8]1[cH:7][c:6]([Br:5])[c:15]([O:16][CH2:17][CH3:18])[cH:14]2.